The task is: describe an organic reaction: reactants, conditions, products, and yield. This data is from the Open Reaction Database (ORD), a public repository of structured organic reaction records. As a reaction SMILES: [CH2:1]([S:3][CH:4](SCC)[CH2:5][CH2:6][CH2:7][CH2:8][CH2:9][CH3:10])[CH3:2].O.C(S)C>P(=O)(O)(O)O.CCOCC>[CH2:1]([S:3][CH:4]=[CH:5][CH2:6][CH2:7][CH2:8][CH2:9][CH3:10])[CH3:2]. Reagents/catalysts: P(O)(O)(O)=O (phosphoric acid). Isolated yield 1.8%. The reactants are O (water), C(C)S (ethanethiol), C(C)SC(CCCCCC)SCC (1,1-di(ethylthio)-heptane). Product: C(C)SC=CCCCCC (1-ethylthio-1-heptene). Run in CCOCC (ether). Procedure: A mixture of 1,1-di(ethylthio)-heptane (54.5 g., 10.25 mole) and 10 drops of 89% phosphoric acid is heated in a Claisen flask at a pressure of 200-250 mm. Care is taken that the vapor temperature does not exceed 165°. The receiver is cooled with water so that ethanethiol does not condense. The distillate is diluted with ether and washed with 2 N sodium hydroxide and water and dried. Distillation (87°-90°/12 mm.) afforded 1-ethylthio-1-heptene (30 g., 78%), nD20 1.4760. Starting materials: Oc1ccc(Br)cc1-c1ccc(F)cc1, CC(C)(C)[Si](C)(C)Cl, CN(C)C=O, O, c1c[nH]cn1. Product: CC(C)(C)[Si](C)(C)Oc1ccc(Br)cc1-c1ccc(F)cc1. RXN SMILES: [Br:1][c:2]1[cH:3][cH:4][c:5]([OH:15])[c:6](-[c:8]2[cH:9][cH:10][c:11]([F:14])[cH:12][cH:13]2)[cH:7]1.[C:21]([CH3:22])([CH3:23])([CH3:24])[Si:25]([CH3:26])([CH3:27])[Cl:28].[O:30]=[CH:31][N:32]([CH3:33])[CH3:34].[OH2:29].[nH:16]1[cH:17][cH:18][n:19][cH:20]1>>[Br:1][c:2]1[cH:3][cH:4][c:5]([O:15][Si:25]([C:21]([CH3:22])([CH3:23])[CH3:24])([CH3:26])[CH3:27])[c:6](-[c:8]2[cH:9][cH:10][c:11]([F:14])[cH:12][cH:13]2)[cH:7]1.